From a dataset of the Open Reaction Database (ORD), a public repository of structured organic reaction records. describe an organic reaction: reactants, conditions, products, and yield Reactants: O(C(=O)OC(C)(C)C)C(=O)OC(C)(C)C (BOC2O), C1NCCC2=CC=CC=C12 (1,2,3,4-tetra-hydroisoquinoline), [NH4+].[OH-] (NH4OH), O (H2O), C(=O)(O)[O-].[Na+] (NaHCO3). The solvent is OS(=O)(=O)O (H2SO4), C1CCOC1 (THF). Conditions: temperature 25 celsius, time 48 hour. The product is C(C)(C)(C)OC(=O)N1CC2=CC(=CC=C2CC1)[N+](=O)[O-] (N-tert-butoxycarbonyl-7-nitro-1,2,3,4-tetra hydroisoquinoline). Yield: 83.0%. RXN SMILES: [CH2:1]1[C:10]2[C:5](=[CH:6][CH:7]=[CH:8][CH:9]=2)[CH2:4][CH2:3][NH:2]1.[NH4+:11].[OH-:12].C([O-])(O)=O.[Na+].[O:18](C(OC(C)(C)C)=O)[C:19]([O:21][C:22]([CH3:25])([CH3:24])[CH3:23])=O.[OH2:33]>OS(O)(=O)=O.C1COCC1>[C:22]([O:21][C:19]([N:2]1[CH2:3][CH2:4][C:5]2[C:10](=[CH:9][C:8]([N+:11]([O-:33])=[O:12])=[CH:7][CH:6]=2)[CH2:1]1)=[O:18])([CH3:25])([CH3:24])[CH3:23] |f:1.2,3.4|. Procedure: A solution of 10.5 g (78.8 mmol) of 1,2,3,4-tetra-hydroisoquinoline in 55 ml of concentrated H2SO4 at 0° C. was treated with 10 g (98.9 mmol, 1.25 equiv) and warmed to 25° C. After stirring for 48 h, ice was added followed by NH4OH. The aqueous layer was extracted with CH2Cl2, and the combined organics were dried (MgSO4), filtered, and concentrated to a volume of 100 ml. The solution was treated with 80 ml of 1M HCl in Et2O followed by Et2O. A solid was collected and recrystallized from H2O/acet... Starting materials: OC=1C=C(C=O)C=C(C1O)[N+](=O)[O-] (3,4-dihydroxy-5-nitrobenzaldehyde), C1(CC1)C(CC(=O)C1CC1)=O (1,3-dicyclopropyl-l,3-propanedione), N1CCCCC1 (piperidine). Run in C(C)(=O)O (acetic acid). Product: C1(CC1)C(C(C(=O)C1CC1)=CC1=CC(=C(C(=C1)[N+](=O)[O-])O)O)=O (1,3-Dicyclopropyl-2-[(3,4-dihydroxy-5-nitrophenyl)methylene]-1,3-propanedione). RXN SMILES: [OH:1][C:2]1[CH:3]=[C:4]([CH:7]=[C:8]([N+:11]([O-:13])=[O:12])[C:9]=1[OH:10])[CH:5]=O.[CH:14]1([C:17](=[O:24])[CH2:18][C:19]([CH:21]2[CH2:23][CH2:22]2)=[O:20])[CH2:16][CH2:15]1.N1CCCCC1>C(O)(=O)C>[CH:21]1([C:19](=[O:20])[C:18](=[CH:5][C:4]2[CH:7]=[C:8]([N+:11]([O-:13])=[O:12])[C:9]([OH:10])=[C:2]([OH:1])[CH:3]=2)[C:17]([CH:14]2[CH2:15][CH2:16]2)=[O:24])[CH2:22][CH2:23]1. Procedure details: A mixture containing 2.75 g of 3,4-dihydroxy-5-nitrobenzaldehyde, 3.8 g of 1,3-dicyclopropyl-l,3-propanedione, 0.2 ml of piperidine and 0.4 ml of acetic acid was refluxed for 1 h with a Dean-Stark separator. After cooling the product was filtered and recrystallized from acetic acid. Yield 2.85 g, mp 159°-162° C. Starting materials: NCCOCCOCCOCCOCCN (1,14-diamino-3,6,9,12-tetraoxatetradecane), tetraglycolyl chloride, O=C1NCCOCCOCCOCCOCCNC(COCCOC1)=O (5,12-dioxo-1,7,10,16,19,22-hexaoxa-4,13-diazacyclotetracosane), [H-].[Al+3].[Li+].[H-].[H-].[H-] (lithium aluminum hydride). The solvent is C1=CC=CC=C1 (benzene), O1CCCC1 (tetrahydrofuran). The product is O1CCNCCOCCOCCNCCOCCOCCOCC1 (1,7,10,16,19,22-hexaoxa-4,13-diazacycloteracosane). As a reaction SMILES: NCCOCCOCCOCCOCCN.O=[C:18]1[CH2:41][O:40][CH2:39][CH2:38][O:37][CH2:36][C:35](=O)[NH:34][CH2:33][CH2:32][O:31][CH2:30][CH2:29][O:28][CH2:27][CH2:26][O:25][CH2:24][CH2:23][O:22][CH2:21][CH2:20][NH:19]1.[H-].[Al+3].[Li+].[H-].[H-].[H-]>C1C=CC=CC=1.O1CCCC1>[O:22]1[CH2:23][CH2:24][O:25][CH2:26][CH2:27][O:28][CH2:29][CH2:30][O:31][CH2:32][CH2:33][NH:34][CH2:35][CH2:36][O:37][CH2:38][CH2:39][O:40][CH2:41][CH2:18][NH:19][CH2:20][CH2:21]1 |f:2.3.4.5.6.7|. Reported procedure: In a manner similar to that described in Example 3, and 4, treat 1,14-diamino-3,6,9,12-tetraoxatetradecane with tetraglycolyl chloride in benzene utilizing high dilution technique. Then treat the thereby formed 5,12-dioxo-1,7,10,16,19,22-hexaoxa-4,13-diazacyclotetracosane with lithium aluminum hydride in tetrahydrofuran to obtain 1,7,10,16,19,22-hexaoxa-4,13-diazacycloteracosane. The solvent is O (water), CN(C)C=O (DMF). RXN SMILES: [Br:1][C:2]1[CH:3]=[C:4]2[C:8](=[CH:9][C:10]=1[CH3:11])[NH:7][N:6]=[CH:5]2.[C:12]([O:16][C:17]([N:19]1[CH2:22][CH:21]([CH2:23]OS(C2C=CC(C)=CC=2)(=O)=O)[CH2:20]1)=[O:18])([CH3:15])([CH3:14])[CH3:13].C(=O)([O-])[O-].[Cs+].[Cs+].CCCCCC.CCOCC>CN(C=O)C.[I-].C([N+](CCCC)(CCCC)CCCC)CCC.O>[Br:1][C:2]1[C:10]([CH3:11])=[CH:9][C:8]2[C:4](=[CH:5][N:6]([CH2:23][CH:21]3[CH2:22][N:19]([C:17]([O:16][C:12]([CH3:13])([CH3:15])[CH3:14])=[O:18])[CH2:20]3)[N:7]=2)[CH:3]=1 |f:2.3.4,5.6,8.9|. Yields the product BrC1=CC2=CN(N=C2C=C1C)CC1CN(C1)C(=O)OC(C)(C)C (Tert-butyl 3-[(5-bromo-6-methyl-2H-indazol-2-yl)methyl]azetidin-1-carboxylate). Reagents/catalysts: [I-].C(CCC)[N+](CCCC)(CCCC)CCCC (tetrabutylammonium iodide). Reported procedure: To a solution of 6.18 g of 5-bromo-6-methyl-1H-indazole and 15 g of tert-butyl-3-[(tosyl-oxy)methyl]azetidin-1-carboxylate in 200 ml DMF were added 9.54 g of caesium carbonate and 10.8 g of tetrabutylammonium iodide at 25° C., and this was then heated under reflux for 1.5 hrs. After cooling, the reaction mixture was treated with 1:1 hexane/ether and water, the phases separated and the aqueous phase extracted twice with 250 ml portions of 1:1 hexane/ether. The combined organic phases were washed ... Starting materials: CCCCCC.CCOCC (hexane ether), BrC=1C=C2C=NNC2=CC1C (5-bromo-6-methyl-1H-indazole), C(C)(C)(C)OC(=O)N1CC(C1)COS(=O)(=O)C1=CC=C(C)C=C1 (tert-butyl-3-[(tosyl-oxy)methyl]azetidin-1-carboxylate), C([O-])([O-])=O.[Cs+].[Cs+] (caesium carbonate). The reactants are C1CCC2=NCCCN2CC1, C1CCOC1, COCCO, CS(=O)c1nc(N)nc(-c2ccco2)c1I. The product is COCCOc1nc(N)nc(-c2ccco2)c1I. RXN SMILES: [CH2:22]1[CH2:23][CH2:24][C:25]2=[N:30][CH2:29][CH2:28][CH2:27][N:26]2[CH2:31][CH2:32]1.[CH2:33]1[O:34][CH2:35][CH2:36][CH2:37]1.[CH3:17][O:18][CH2:19][CH2:20][OH:21].[o:1]1[c:2](-[c:6]2[n:7][c:8]([NH2:16])[n:9][c:10]([S:13]([CH3:14])=[O:15])[c:11]2[I:12])[cH:3][cH:4][cH:5]1>>[o:1]1[c:2](-[c:6]2[n:7][c:8]([NH2:16])[n:9][c:10]([O:21][CH2:20][CH2:19][O:18][CH3:17])[c:11]2[I:12])[cH:3][cH:4][cH:5]1.